The task is: describe an organic reaction: reactants, conditions, products, and yield. This data is from the Open Reaction Database (ORD), a public repository of structured organic reaction records. The reactants are C(CCC)C1=NC=2C(=NC=C(C2)NC(CCCC)=O)N1CC1=CC=C(C=C1)C1=C(C=CC=C1)S(=O)(=O)NC(C)(C)C (2-butyl-3-[[2'-[[(1,1-dimethyl-ethyl)amino]sulfonyl][1,1'-biphenyl]-4-yl]methyl]-6-[(1-oxopentyl)amino]-3H-imidazo[4,5-b]pyridine). The solvent is FC(C(=O)O)(F)F (trifluoroacetic acid). Run at time 12 hour. The product is C(CCC)C1=NC=2C(=NC=C(C2)NC(CCCC)=O)N1CC1=CC=C(C=C1)C1=C(C=CC=C1)S(=O)(=O)N (2-butyl-3-[[2'-[aminosulfonyl]-[1,1'-biphenyl]-4-yl]methyl]-6-[(1-oxopentyl)-amino]-3H-imidazo[4,5-b]pyridine). Reaction SMILES: [CH2:1]([C:5]1[N:20]([CH2:21][C:22]2[CH:27]=[CH:26][C:25]([C:28]3[CH:33]=[CH:32][CH:31]=[CH:30][C:29]=3[S:34]([NH:37]C(C)(C)C)(=[O:36])=[O:35])=[CH:24][CH:23]=2)[C:8]2=[N:9][CH:10]=[C:11]([NH:13][C:14](=[O:19])[CH2:15][CH2:16][CH2:17][CH3:18])[CH:12]=[C:7]2[N:6]=1)[CH2:2][CH2:3][CH3:4]>FC(F)(F)C(O)=O>[CH2:1]([C:5]1[N:20]([CH2:21][C:22]2[CH:23]=[CH:24][C:25]([C:28]3[CH:33]=[CH:32][CH:31]=[CH:30][C:29]=3[S:34]([NH2:37])(=[O:36])=[O:35])=[CH:26][CH:27]=2)[C:8]2=[N:9][CH:10]=[C:11]([NH:13][C:14](=[O:19])[CH2:15][CH2:16][CH2:17][CH3:18])[CH:12]=[C:7]2[N:6]=1)[CH2:2][CH2:3][CH3:4]. Procedure: A solution of 2-butyl-3-[[2'-[[(1,1-dimethyl-ethyl)amino]sulfonyl][1,1'-biphenyl]-4-yl]methyl]-6-[(1-oxopentyl)amino]-3H-imidazo[4,5-b]pyridine (710 mg, 1.23 mmol) in trifluoroacetic acid (50 mL) was stirred at r. t. for 12 h. The mixture was concentrated, dissolved in EtOAc (40 mL) and washed with saturated aqueous Na2CO3. The organic extracts were dried (K2CO3) and concentrated to give the title compound as a solid. The reactants are CO, Nc1nc(C(=O)O)c(C(=O)c2ccc([N+](=O)[O-])cc2)s1, C1CCOC1. The product is Nc1ccc(C(=O)c2sc(N)nc2C(=O)O)cc1. RXN SMILES: [CH3:21][OH:22].[NH2:1][c:2]1[s:3][c:4]([C:10]([c:11]2[cH:12][cH:13][c:14]([N+:17]([O-:18])=[O:19])[cH:15][cH:16]2)=[O:20])[c:5]([C:7](=[O:8])[OH:9])[n:6]1.[O:23]1[CH2:24][CH2:25][CH2:26][CH2:27]1>>[NH2:1][c:2]1[s:3][c:4]([C:10]([c:11]2[cH:12][cH:13][c:14]([NH2:17])[cH:15][cH:16]2)=[O:20])[c:5]([C:7](=[O:8])[OH:9])[n:6]1. Reactants: C[Mg]Br (methylmagnesium bromide), C([O-])([O-])=O.[Na+].[Na+] (sodium carbonate), FC1=CC=C(C=C1)C1=NN2C(C=C(C=C2)C=2C=C(C=O)C=CC2)=C1 (3-[2-(4-fluorophenyl)pyrazolo[1,5-a]pyridin-5-yl]benzaldehyde), [Cl-].[NH4+] (ammonium chloride). Run in ClCCl (dichloromethane), O1CCCC1 (tetrahydrofuran), O (water). Run at time 30 minute. Product: FC1=CC=C(C=C1)C1=NN2C(C=C(C=C2)C=2C=C(C=CC2)C(C)O)=C1 (1-{3-[2-(4-fluorophenyl)pyrazolo[1,5-a]pyridin-5-yl]phenyl}ethanol). Yield: 73.3%. RXN SMILES: [F:1][C:2]1[CH:7]=[CH:6][C:5]([C:8]2[CH:24]=[C:11]3[CH:12]=[C:13]([C:16]4[CH:17]=[C:18]([CH:21]=[CH:22][CH:23]=4)[CH:19]=[O:20])[CH:14]=[CH:15][N:10]3[N:9]=2)=[CH:4][CH:3]=1.[CH3:25][Mg]Br.[Cl-].[NH4+].C(=O)([O-])[O-].[Na+].[Na+]>O1CCCC1.O.ClCCl>[F:1][C:2]1[CH:3]=[CH:4][C:5]([C:8]2[CH:24]=[C:11]3[CH:12]=[C:13]([C:16]4[CH:17]=[C:18]([CH:19]([OH:20])[CH3:25])[CH:21]=[CH:22][CH:23]=4)[CH:14]=[CH:15][N:10]3[N:9]=2)=[CH:6][CH:7]=1 |f:2.3,4.5.6|. Procedure: 0.072 g (0.23 mmol) of 3-[2-(4-fluorophenyl)pyrazolo[1,5-a]pyridin-5-yl]benzaldehyde are dissolved in 10 ml of tetrahydrofuran under a stream of nitrogen. The medium is cooled to 0° C. for slow addition of 0.23 ml (0.68 mmol) of a methylmagnesium bromide solution (3M in ethyl ether). The medium is subsequently brought back to ambient temperature and stirred for 1 hour 30 minutes. Neutralization is carried out by adding, under cold conditions and dropwise, a saturated aqueous ammonium chloride so... Procedure: Ra=4-butoxy, Rb=H. 2-Butoxy-6-nitrobenzoyl chloride was prepared by the reaction of thionyl chloride and the corresponding benzoic acid which, in turn, was prepared by hydrolysis of the corresponding butyl ester with sodium hydroxide in aqueous ethanol. The butyl ester was prepared by heating together a mixture containing 2-hydroxy-6-nitrobenzoic acid (Chem.Abs., 1963, 59, 500 g), butyl iodide, potassium carbonate and N,N-dimethylformamide. RXN SMILES: S(Cl)([Cl:3])=O.[C:5](O)(=O)[C:6]1C=CC=[CH:8][CH:7]=1.[OH-].[Na+].[OH:16][C:17]1[CH:25]=[CH:24][CH:23]=[C:22]([N+:26]([O-:28])=[O:27])[C:18]=1[C:19]([OH:21])=O.C(I)CCC.C(=O)([O-])[O-].[K+].[K+]>C(O)C.CN(C)C=O>[CH2:5]([O:16][C:17]1[CH:25]=[CH:24][CH:23]=[C:22]([N+:26]([O-:28])=[O:27])[C:18]=1[C:19]([Cl:3])=[O:21])[CH2:6][CH2:7][CH3:8] |f:2.3,6.7.8|. Yields the product C(CCC)OC1=C(C(=O)Cl)C(=CC=C1)[N+](=O)[O-] (2-Butoxy-6-nitrobenzoyl chloride), butyl ester. Run in CN(C=O)C (N,N-dimethylformamide), C(C)O (ethanol). The reactants are OC1=C(C(=O)O)C(=CC=C1)[N+](=O)[O-] (2-hydroxy-6-nitrobenzoic acid), C(CCC)I (butyl iodide), C([O-])([O-])=O.[K+].[K+] (potassium carbonate), S(=O)(Cl)Cl (thionyl chloride), C(C1=CC=CC=C1)(=O)O (benzoic acid), butyl ester, [OH-].[Na+] (sodium hydroxide). The reactants are CC(C)(C)[O-].[Na+] (NaOtBu), CC=1N=C(N2N=C(N=CC21)N)C2=CC(=CC=C2)C(F)(F)F (5-methyl-7-[3-(trifluoromethyl)phenyl]imidazo[5,1-f][1,2,4]triazin-2-amine), C(C)(C)(C)P(C1=C(C=CC=C1)C1=CC=CC=C1)C(C)(C)C (2-(Di-t-butylphosphino)biphenyl), CC=1N=C(N2N=C(N=CC21)N)C2=CC(=CC=C2)C(F)(F)F (5-methyl-7-[3-(trifluoromethyl)phenyl]imidazo[5,1-f][1,2,4]triazin-2-amine), BrC=1C=C(C=CC1)NC(C)=O (N-(3-bromophenyl)acetamide). Reagents/catalysts: C=1C=CC(=CC1)/C=C/C(=O)/C=C/C2=CC=CC=C2.C=1C=CC(=CC1)/C=C/C(=O)/C=C/C2=CC=CC=C2.C=1C=CC(=CC1)/C=C/C(=O)/C=C/C2=CC=CC=C2.[Pd].[Pd] (Pd2(dba)3). Solvent: O1CCOCC1 (1,4-dioxane). Product: CC=1N=C(N2N=C(N=CC21)NC=2C=C(C=CC2)NC(C)=O)C2=CC(=CC=C2)C(F)(F)F (N-[3-({5-methyl-7-[3-(trifluoromethyl)phenyl]imidazo[5,1-f][1,2,4]triazin-2-yl}amino)phenyl]acetamide). Isolated yield 28.7%. RXN SMILES: [CH3:1][C:2]1[N:3]=[C:4]([C:12]2[CH:17]=[CH:16][CH:15]=[C:14]([C:18]([F:21])([F:20])[F:19])[CH:13]=2)[N:5]2[C:10]=1[CH:9]=[N:8][C:7]([NH2:11])=[N:6]2.Br[C:23]1[CH:24]=[C:25]([NH:29][C:30](=[O:32])[CH3:31])[CH:26]=[CH:27][CH:28]=1.C(P(C(C)(C)C)C1C=CC=CC=1C1C=CC=CC=1)(C)(C)C.CC([O-])(C)C.[Na+]>O1CCOCC1.C1C=CC(/C=C/C(/C=C/C2C=CC=CC=2)=O)=CC=1.C1C=CC(/C=C/C(/C=C/C2C=CC=CC=2)=O)=CC=1.C1C=CC(/C=C/C(/C=C/C2C=CC=CC=2)=O)=CC=1.[Pd].[Pd]>[CH3:1][C:2]1[N:3]=[C:4]([C:12]2[CH:17]=[CH:16][CH:15]=[C:14]([C:18]([F:21])([F:19])[F:20])[CH:13]=2)[N:5]2[C:10]=1[CH:9]=[N:8][C:7]([NH:11][C:23]1[CH:24]=[C:25]([NH:29][C:30](=[O:32])[CH3:31])[CH:26]=[CH:27][CH:28]=1)=[N:6]2 |f:3.4,6.7.8.9.10|. Reported procedure: In a similar manner as described for Example 41, 5-methyl-7-[3-(trifluoromethyl)phenyl]imidazo[5,1-f][1,2,4]triazin-2-amine (Intermediate 45) (0.025 g, 0.09 mmol), N-(3-bromophenyl)acetamide (0.018 g, 0.09 mmol), Pd2(dba)3 (0.008 g, 0.01 mmol), 2-(Di-t-butylphosphino)biphenyl (0.008 g, 0.03 mmol), and NaOtBu (0.011 g, 0.11 mmol) in 1,4-dioxane (1 mL) gave N-[3-({5-methyl-7-[3-(trifluoromethyl)phenyl]imidazo[5,1-f][1,2,4]triazin-2-yl}amino)phenyl]acetamide (0.011 g) as a yellow solid. 1H NMR (DMS... Reactants: ClC=1C(=NC=NC1Cl)N (5,6-dichloropyrimidin-4-amine), NC=1C=C(C=CC1)O (3-aminophenol), O(C1=CC=CC=C1)C1=CC=C(C=C1)B(O)O ((4-phenoxyphenyl)boronic acid), COC1OC(C=C1)OC (2,5-dimethoxy-2,5-dihydrofuran). Product: NC1=C(C(=NC=N1)OC=1C=C(C=CC1)N1C(C=CC1)=O)C1=CC=C(C=C1)OC1=CC=CC=C1 (1-(3-((6-amino-5-(4-phenoxyphenyl)pyrimidin-4-yl)oxy)phenyl)-1H-pyrrol-2(5H)-one). Reaction SMILES: Cl[C:2]1[C:3]([NH2:9])=[N:4][CH:5]=[N:6][C:7]=1Cl.[NH2:10][C:11]1[CH:12]=[C:13]([OH:17])[CH:14]=[CH:15][CH:16]=1.[O:18]([C:25]1[CH:30]=[CH:29][C:28](B(O)O)=[CH:27][CH:26]=1)[C:19]1[CH:24]=[CH:23][CH:22]=[CH:21][CH:20]=1.C[O:35][CH:36]1[CH:40]=[CH:39][CH:38](OC)O1>>[NH2:9][C:3]1[N:4]=[CH:5][N:6]=[C:7]([O:17][C:13]2[CH:12]=[C:11]([N:10]3[CH2:38][CH:39]=[CH:40][C:36]3=[O:35])[CH:16]=[CH:15][CH:14]=2)[C:2]=1[C:22]1[CH:23]=[CH:24][C:19]([O:18][C:25]2[CH:30]=[CH:29][CH:28]=[CH:27][CH:26]=2)=[CH:20][CH:21]=1. Procedure details: 1-(3-((6-amino-5-(4-phenoxyphenyl)pyrimidin-4-yl)oxy)phenyl)-1H-pyrrol-2(5H)-one was prepared from 5,6-dichloropyrimidin-4-amine, 3-aminophenol, (4-phenoxyphenyl)boronic acid, and 2,5-dimethoxy-2,5-dihydrofuran using methods A, C. HPLC purity: 93%. MS: m/z=437 [M+H]+. Starting materials: CCO, CC(C)(C)c1cc(C(=O)NCc2ccc([N+](=O)[O-])cc2)cc(C(C)(C)C)c1O, ClCCl, [H][H]. The product is CC(C)(C)c1cc(C(=O)NCc2ccc(N)cc2)cc(C(C)(C)C)c1O. As a reaction SMILES: [CH2:34]([OH:35])[CH3:36].[CH3:1][C:2]([CH3:3])([CH3:4])[c:5]1[cH:6][c:7]([C:8](=[O:9])[NH:10][CH2:11][c:12]2[cH:13][cH:14][c:15]([N+:18]([O-:19])=[O:20])[cH:16][cH:17]2)[cH:21][c:22]([C:25]([CH3:26])([CH3:27])[CH3:28])[c:23]1[OH:24].[Cl:31][CH2:32][Cl:33].[H:29][H:30]>>[CH3:1][C:2]([CH3:3])([CH3:4])[c:5]1[cH:6][c:7]([C:8](=[O:9])[NH:10][CH2:11][c:12]2[cH:13][cH:14][c:15]([NH2:18])[cH:16][cH:17]2)[cH:21][c:22]([C:25]([CH3:26])([CH3:27])[CH3:28])[c:23]1[OH:24].